From a dataset of the Open Reaction Database (ORD), a public repository of structured organic reaction records. describe an organic reaction: reactants, conditions, products, and yield Reactants: C1COCCO1, Clc1cc(Cl)n2nc(-c3ccccc3)cc2n1, C1CSCN1. Product: Clc1cc(N2CCSC2)n2nc(-c3ccccc3)cc2n1. As a reaction SMILES: [CH2:23]1[O:24][CH2:25][CH2:26][O:27][CH2:28]1.[Cl:1][c:2]1[n:3][c:4]2[n:5]([c:6]([Cl:8])[cH:7]1)[n:9][c:10](-[c:12]1[cH:13][cH:14][cH:15][cH:16][cH:17]1)[cH:11]2.[S:18]1[CH2:19][NH:20][CH2:21][CH2:22]1>>[Cl:1][c:2]1[n:3][c:4]2[n:5]([c:6]([N:20]3[CH2:19][S:18][CH2:22][CH2:21]3)[cH:7]1)[n:9][c:10](-[c:12]1[cH:13][cH:14][cH:15][cH:16][cH:17]1)[cH:11]2. Run in CC(=O)C (acetone). Procedure: To a solution of 2-5 (35 g, 0.1 mol) in 600 mL acetone was added p-toluenesulfonic acid (1 g). The mixture was heated at reflux for 2 h. After cooling, the mixture was evaporated to one-fifth its initial volume, diluted with EtOAc and then washed with sat. NaHCO3, brine, and dried over Na2SO4. Evaporative removal of the solvent gave 2-6 as a yellow oil. TLC Rf =0.31 (silica, 30% ethyl acetate/hexane). 1H NMR (300 MHz, CDCl3, mixture of rotamers) δ 4.20 (m, 2H), 3.92 (s, 0.85H), 3.83 (s, 1.15 H),... Yields the product C(C)OC(CN(CCCC(C)=O)C(=O)OC(C)(C)C)=O ([Tert-butoxycarbonyl-(4-oxo-pentyl)-amino]-acetic acid ethyl ester). Reactants: C(C)OC(CN(CCCC1(OCCO1)C)C(=O)OC(C)(C)C)=O ({Tert-butoxycarbonyl-[3-(2-methyl-[1,3]dioxolan-2-yl)-propyl]-amino}- acetic acid ethyl ester), C1(=CC=C(C=C1)S(=O)(=O)O)C (p-toluenesulfonic acid). Reaction SMILES: [CH2:1]([O:3][C:4](=[O:23])[CH2:5][N:6]([C:16]([O:18][C:19]([CH3:22])([CH3:21])[CH3:20])=[O:17])[CH2:7][CH2:8][CH2:9][C:10]1([CH3:15])OCC[O:11]1)[CH3:2].C1(C)C=CC(S(O)(=O)=O)=CC=1>CC(C)=O>[CH2:1]([O:3][C:4](=[O:23])[CH2:5][N:6]([C:16]([O:18][C:19]([CH3:22])([CH3:21])[CH3:20])=[O:17])[CH2:7][CH2:8][CH2:9][C:10](=[O:11])[CH3:15])[CH3:2]. Reactants: O=C([O-])[O-], [K+], [K+], O=N[O-], [Na+], O, O=[N+]([O-])O, CCCn1c(CO)cnc1S. Yields the product CCCn1cncc1CO. As a reaction SMILES: [C:20](=[O:21])([O-:22])[O-:23].[K+:24].[K+:25].[N:5]([O-:6])=[O:7].[Na+:8].[OH2:26].[OH:1][N+:2](=[O:3])[O-:4].[OH:9][CH2:10][c:11]1[cH:12][n:13][c:14]([SH:19])[n:15]1[CH2:16][CH2:17][CH3:18]>>[OH:9][CH2:10][c:11]1[cH:12][n:13][cH:14][n:15]1[CH2:16][CH2:17][CH3:18]. Reagents/catalysts: B(F)(F)F (BF3). Product: CC1=CC=C(C=C1)C1=CC=CC=C1 (4-methylbiphenyl). The reactants are C1(=CC=CC=C1)C1=CC=CC=C1 (biphenyl), [C]=O (carbon monoxide), C(=O)C1=CC=C(C=C1)C1=CC=CC=C1 (4-formylbiphenyl). Reported procedure: A process for producing a 4-formyl-4'-methylbiphenyl from a biphenyl which comprises conducting the carbonylation of the biphenyl with carbon monoxide in the presence of a HF-BF3 catalyst in a carbonylation reactor to obtain the resulting reaction product solution containing a 4-formylbiphenyl, separating the 4-formylbiphenyl from the reaction product solution, hydrogenating the separated 4-formylbiphenyl to obtain a 4-methylbiphenyl, recycling the 4-methylbiphenyl to the carbonylation reactor, ... As a reaction SMILES: C1(C2C=CC=CC=2)C=CC=CC=1.[C]=O.[CH:15]([C:17]1[CH:22]=[CH:21][C:20]([C:23]2[CH:28]=[CH:27][CH:26]=[CH:25][CH:24]=2)=[CH:19][CH:18]=1)=O>B(F)(F)F>[CH3:15][C:17]1[CH:22]=[CH:21][C:20]([C:23]2[CH:24]=[CH:25][CH:26]=[CH:27][CH:28]=2)=[CH:19][CH:18]=1 |^3:12|. Starting materials: BrCc1ccccc1, CCN(C(C)C)C(C)C, CCOC(=O)C(Nc1ccc(F)c(Cl)c1)C(C)C, ClCCl, Cl, NCCN, CN(C)C=O. Product: CCOC(=O)C(C(C)C)N(Cc1ccccc1)c1ccc(F)c(Cl)c1. As a reaction SMILES: [CH2:19]([c:20]1[cH:21][cH:22][cH:23][cH:24][cH:25]1)[Br:26].[CH:27]([N:28]([CH:29]([CH3:30])[CH3:31])[CH2:32][CH3:33])([CH3:34])[CH3:35].[Cl:1][c:2]1[cH:3][c:4]([NH:9][CH:10]([CH:11]([CH3:12])[CH3:13])[C:14](=[O:15])[O:16][CH2:17][CH3:18])[cH:5][cH:6][c:7]1[F:8].[Cl:46][CH2:47][Cl:48].[ClH:40].[NH2:36][CH2:37][CH2:38][NH2:39].[O:41]=[CH:42][N:43]([CH3:44])[CH3:45]>>[Cl:1][c:2]1[cH:3][c:4]([N:9]([CH:10]([CH:11]([CH3:12])[CH3:13])[C:14](=[O:15])[O:16][CH2:17][CH3:18])[CH2:19][c:20]2[cH:21][cH:22][cH:23][cH:24][cH:25]2)[cH:5][cH:6][c:7]1[F:8]. Reactants: C(C)(=O)SCC(C(=O)N1[C@H](C(=O)O)CCC1)C(F)(F)F (1-(3-Acetylthio-2-trifluoromethylpropanoyl)-L-proline). The solvent is O (water), N (ammonia). Yields the product SCC(C(=O)N1[C@H](C(=O)O)CCC1)C(F)(F)F (1-(3-mercapto-2-trifluoromethylpropanoyl)-L-proline). Reaction SMILES: C([S:4][CH2:5][CH:6]([C:17]([F:20])([F:19])[F:18])[C:7]([N:9]1[CH2:16][CH2:15][CH2:14][C@H:10]1[C:11]([OH:13])=[O:12])=[O:8])(=O)C>O.N>[SH:4][CH2:5][CH:6]([C:17]([F:20])([F:18])[F:19])[C:7]([N:9]1[CH2:16][CH2:15][CH2:14][C@H:10]1[C:11]([OH:13])=[O:12])=[O:8]. Procedure: 1-(3-Acetylthio-2-trifluoromethylpropanoyl)-L-proline (4 g.) is dissolved in a mixture of water (8 ml.) and concentrated ammonia (8 ml.) under a blanket of nitrogen. After twenty-five minutes stirring at room temperature, the reaction mixture is chilled, acidified and extracted with ethyl acetate. The organic layer is concentrated to dryness in vacuo to yield 1-(3-mercapto-2-trifluoromethylpropanoyl)-L-proline. Starting materials: N (ammonia), C(CCC)(=O)CC(=O)OCC1=CC=CC=C1 (benzyl butyrylacetate), COC1=CC=C(C=C1)C1(CCNCC1)C1=CC=C(C=C1)OC (4,4-bis-(4-Methoxyphenyl)piperidine). Product: NC(=CC(=O)OCC1=CC=CC=C1)CCC (benzyl 3-amino-2-hexenoate), oil. The yield is 95.0%. RXN SMILES: [C:1]([CH2:6][C:7]([O:9][CH2:10][C:11]1[CH:16]=[CH:15][CH:14]=[CH:13][CH:12]=1)=[O:8])(=O)[CH2:2][CH2:3][CH3:4].COC1C=CC(C2(C3C=CC(OC)=CC=3)CC[NH:28]CC2)=CC=1.N>>[NH2:28][C:1]([CH2:2][CH2:3][CH3:4])=[CH:6][C:7]([O:9][CH2:10][C:11]1[CH:16]=[CH:15][CH:14]=[CH:13][CH:12]=1)=[O:8]. Procedure: A mixture of benzyl butyrylacetate (22.0 g, 0.10 mol) and 10 g of 4 A molecular sieves was treated with ammonia gas which was bubbled through the mixture for 38 hrs at 50° C. After filtration, benzyl 3-amino-2-hexenoate was obtained as a yellowish oil (21 g, 95%).